From a dataset of the Open Reaction Database (ORD), a public repository of structured organic reaction records. describe an organic reaction: reactants, conditions, products, and yield Starting materials: [BH4-], CO, COC(=O)CC1CC(=O)C1, [Na+], O. Yields the product COC(=O)CC1CC(O)C1. Reaction SMILES: [BH4-:11].[CH3:14][OH:15].[CH3:1][O:2][C:3]([CH2:4][CH:5]1[CH2:6][C:7](=[O:9])[CH2:8]1)=[O:10].[Na+:12].[OH2:13]>>[CH3:1][O:2][C:3]([CH2:4][CH:5]1[CH2:6][CH:7]([OH:9])[CH2:8]1)=[O:10]. The reactants are C(C)C1C(CCC(C1=O)(C)C)=O (2-ethyl-4,4-dimethyl-cyclohexane-1,3-dione), ( II ), CC1C(CCC(C1=O)(C)C)=O (2,4,4-trimethyl-cyclohexane-1,3-dione). The product is CC1C(CCC(C1)(C)C)=O (2,4,4-trimethyl-1-cyclohexanone). RXN SMILES: [CH2:1]([CH:3]1[C:8](=O)[C:7]([CH3:11])([CH3:10])[CH2:6][CH2:5][C:4]1=[O:12])C.CC1C(=O)C(C)(C)CCC1=O>>[CH3:1][CH:3]1[CH2:8][C:7]([CH3:11])([CH3:10])[CH2:6][CH2:5][C:4]1=[O:12]. Procedure: When working like indicated above, but replacing 2-ethyl-4,4-dimethyl-cyclohexane-1,3-dione by the appropriate compound of formula (II), namely 2,4,4-trimethyl-cyclohexane-1,3-dione (prepared as described in DE 3,112,056), 2,4,4-trimethyl-1-cyclohexanone was obtained and showed the following analytical data: